Dataset: the Open Reaction Database (ORD), a public repository of structured organic reaction records. Task: describe an organic reaction: reactants, conditions, products, and yield The reactants are NC1=CC=C(C=C1)C1C(NCCN1CC)=O (3-(4-Aminophenyl)-4-ethylpiperazin-2-one), BrC=1C(N(C=C(N1)Br)C)=O (3,5-dibromo-1-methyl-2(1H)pyrazinone), CC1([C@@H]2CC[C@]1(C(=O)C2)CS(=O)(=O)O)C (DL-10-camphorsulfonic acid). The solvent is C(C)(C)O (isopropanol). Product: BrC=1N=C(C(N(C1)C)=O)NC1=CC=C(C=C1)C1N(CCNC1=O)CC (5-Bromo-3-(4-(1-ethyl-3-oxopiperazin-2-yl)phenylamino]-1-methylpyrazin-2(1H)-one). The yield is 79.0%. RXN SMILES: [NH2:1][C:2]1[CH:7]=[CH:6][C:5]([CH:8]2[N:13]([CH2:14][CH3:15])[CH2:12][CH2:11][NH:10][C:9]2=[O:16])=[CH:4][CH:3]=1.Br[C:18]1[C:19](=[O:26])[N:20]([CH3:25])[CH:21]=[C:22]([Br:24])[N:23]=1.CC1(C)[C@]2(CS(O)(=O)=O)C(C[C@H]1CC2)=O>C(O)(C)C>[Br:24][C:22]1[N:23]=[C:18]([NH:1][C:2]2[CH:3]=[CH:4][C:5]([CH:8]3[C:9](=[O:16])[NH:10][CH2:11][CH2:12][N:13]3[CH2:14][CH3:15])=[CH:6][CH:7]=2)[C:19](=[O:26])[N:20]([CH3:25])[CH:21]=1. Reported procedure: A 100-mL single-neck round-bottomed flask equipped with a magnetic stirrer and reflux condenser was charged with 33 (450 mg, 2.05 mmol), isopropanol (5 mL), 13 (603 mg, 2.26 mmol) and DL-10-camphorsulfonic acid (813 mg, 3.50 mmol), and the reaction mixture was then stirred at reflux for 16 h. After this time, the reaction mixture was cooled to room temperature, filtered and the filter cake washed with isopropanol (10 mL). The resulting solid was dissolved in methylene chloride/methanol (3:1), ab... Yields the product C(CC(=O)C)(=O)OCC=C(C)C (3-methyl-2-butenyl acetoacetate). Solvent: CCOCC (ether). Reagents/catalysts: C(C)(=O)[O-].[Na+] (sodium acetate). Reported procedure: A mixture of 3-methyl-2-buten-1-ol (21.2 g, 0.25 mole) and anhydrous sodium acetate (0.1 g) was cooled to 0°. Diketene (36 ml, 0.3 mole) was added dropwise over a period of 1.5 to 2 hours. The reaction mixture was then heated to 75°-80°, and this temperature was maintained for one hour. The mixture was diluted with ether. The ethereal solution was washed successively with aqueous 1 N hydrochloric acid, saturated aqueous sodium bicarbonate, saturated aqueous sodium chloride, and then dried over m... Reactants: C=C1CC(=O)O1 (Diketene), CC(=CCO)C (3-methyl-2-buten-1-ol). RXN SMILES: [CH3:1][C:2]([CH3:6])=[CH:3][CH2:4][OH:5].[CH2:7]=[C:8]1[O:12][C:10](=[O:11])[CH2:9]1>CCOCC.C([O-])(=O)C.[Na+]>[C:10]([O:5][CH2:4][CH:3]=[C:2]([CH3:6])[CH3:1])(=[O:11])[CH2:9][C:8]([CH3:7])=[O:12] |f:3.4|. Yield: 75.4%. Reactants: Cl.C(C)N(C(=O)C1CC2=C(N=CN2)CC1)CC (N,N-diethyl 4,5,6,7-tetrahydrobenzimidazole-5-carboxamide hydrochloride), CN1C=CC2=CC=CC=C12 (1-methylindole), P(=O)(Cl)(Cl)Cl (phosphorus oxychloride), [OH-].[Na+] (sodium hydroxide), C(\C=C\C(=O)O)(=O)O (fumaric acid), C(\C=C\C(=O)[O-])(=O)[O-] (fumarate). Run in O (water). Reaction conditions: temperature 80 celsius. The product is C(\C=C\C(=O)O)(=O)O.CN1C=C(C2=CC=CC=C12)C(=O)C1CC2=C(N=CN2)CC1 (5-[(1-methylindol-3-yl)carbonyl]-4,5,6,7-tetrahydrobenzimidazole fumarate). Isolated yield 29.4%. As a reaction SMILES: Cl.C(N(CC)[C:5]([CH:7]1[CH2:15][CH2:14][C:10]2[N:11]=[CH:12][NH:13][C:9]=2[CH2:8]1)=[O:6])C.[CH3:18][N:19]1[C:27]2[C:22](=[CH:23][CH:24]=[CH:25][CH:26]=2)[CH:21]=[CH:20]1.P(Cl)(Cl)(Cl)=O.[OH-].[Na+].[C:35]([OH:42])(=[O:41])/[CH:36]=[CH:37]/[C:38]([OH:40])=[O:39].C([O-])(=O)/C=C/C([O-])=O>O>[C:35]([OH:42])(=[O:41])/[CH:36]=[CH:37]/[C:38]([OH:40])=[O:39].[CH3:18][N:19]1[C:27]2[C:22](=[CH:23][CH:24]=[CH:25][CH:26]=2)[C:21]([C:5]([CH:7]2[CH2:15][CH2:14][C:10]3[N:11]=[CH:12][NH:13][C:9]=3[CH2:8]2)=[O:6])=[CH:20]1 |f:0.1,4.5,9.10|. Procedure: A mixture of 0.27 g (1.05 mmol) of N,N-diethyl 4,5,6,7-tetrahydrobenzimidazole-5-carboxamide hydrochloride, 0.16 ml (1.25 mmol) of 1-methylindole, and 0.15 ml (1.65 mmol) of phosphorus oxychloride was heated at 80° C. for 2 hours while stirring. 30 ml of water were added thereto, and the mixture was rendered basic with a 1N sodium hydroxide aqueous solution, followed by extracting with ethyl acetate. The ethyl acetate layer was dried over anhydrous magnesium sulfate and filtered. The filtrate wa... Reactants: ClCCl (dichloromethane), BrC1=CC=C(C=C1)[C@@H](C(F)F)N[C@@H](CC(C)(C)F)C(=O)NC1(CC1)C#N (N2-[(1S)-1-(4-bromophenyl)-2,2-difluoroethyl]-N1-(1-cyanocyclopropyl)-4-fluoro-L-leucinamide), CC1(OB(OC1(C)C)C1=CC=C(C=C1)C1(CC1)C(=O)N)C (1-[4-(4,4,5,5-tetramethyl-1,3,2-dioxaborolan-2-yl)phenyl]cyclopropanecarboxamide), C([O-])([O-])=O.[Na+].[Na+] (sodium carbonate). The reagents and catalysts are C1=CC=C(C=C1)P([C-]2C=CC=C2)C3=CC=CC=C3.C1=CC=C(C=C1)P([C-]2C=CC=C2)C3=CC=CC=C3.Cl[Pd]Cl.[Fe+2] ([1,1′-bis(diphenylphosphino)ferrocene]palladium (II) chloride). Run in CN(C=O)C (N,N-dimethylformamide). Reaction conditions: temperature 80 celsius, time 2 hour. Product: NC(=O)C1(CC1)C1=CC=C(C=C1)C1=CC=C(C=C1)[C@@H](C(F)F)N[C@@H](CC(C)(C)F)C(=O)NC1(CC1)C#N (N2-((1S)-1-{4′-[1-(aminocarbonyl)cyclopropyl]biphenyl-4-yl}-2,2-difluoroethyl)-N1-(1-cyanocyclopropyl)-4-fluoro-L-leucinamide). Reaction SMILES: Br[C:2]1[CH:7]=[CH:6][C:5]([C@H:8]([NH:12][C@H:13]([C:19]([NH:21][C:22]2([C:25]#[N:26])[CH2:24][CH2:23]2)=[O:20])[CH2:14][C:15]([F:18])([CH3:17])[CH3:16])[CH:9]([F:11])[F:10])=[CH:4][CH:3]=1.CC1(C)C(C)(C)OB([C:35]2[CH:40]=[CH:39][C:38]([C:41]3([C:44]([NH2:46])=[O:45])[CH2:43][CH2:42]3)=[CH:37][CH:36]=2)O1.C(=O)([O-])[O-].[Na+].[Na+].ClCCl>CN(C)C=O.C1C=CC(P(C2C=CC=CC=2)[C-]2C=CC=C2)=CC=1.C1C=CC(P(C2C=CC=CC=2)[C-]2C=CC=C2)=CC=1.Cl[Pd]Cl.[Fe+2]>[NH2:46][C:44]([C:41]1([C:38]2[CH:39]=[CH:40][C:35]([C:2]3[CH:7]=[CH:6][C:5]([C@H:8]([NH:12][C@H:13]([C:19]([NH:21][C:22]4([C:25]#[N:26])[CH2:23][CH2:24]4)=[O:20])[CH2:14][C:15]([F:18])([CH3:16])[CH3:17])[CH:9]([F:11])[F:10])=[CH:4][CH:3]=3)=[CH:36][CH:37]=2)[CH2:42][CH2:43]1)=[O:45] |f:2.3.4,7.8.9.10|. Procedure: N2-[(1S)-1-(4-bromophenyl)-2,2-difluoroethyl]-N1-(1-cyanocyclopropyl)-4-fluoro-L-leucinamide (11.2 g, 25.9 mmol), 1-[4-(4,4,5,5-tetramethyl-1,3,2-dioxaborolan-2-yl)phenyl]cyclopropanecarboxamide (8.2 g, 28.5 mmol, 1:1 equiv) and 2M sodium carbonate solution (35.4 mL, 70.8 mmol, 2.7 equiv) were mixed in 225 mL N,N-dimethylformamide. The mixture was degassed 3 times with nitrogen, then [1,1′-bis(diphenylphosphino)ferrocene]palladium (II) chloride, 1:1 complex with dichloromethane (838 mg, 1.15 mmo... Procedure: Oxalyl chloride (120 μL; 1.45 mmol; 3 eq.), Intermediate 29 (120 mg; 0.48 mmol; 1 eq.), Intermediate 1 (80 mg; 0.48 mmol, 1 eq.) and DIEA (250 μL; 1.45 mmol; 3 eq.) were reacted according to general procedure 2. Purification by precipitation from DCM/n-pentane afforded the title compound as a white solid. RXN SMILES: C(Cl)(=O)C(Cl)=O.[CH3:7][O:8][C:9]1[CH:10]=[C:11]([CH:15]=[CH:16][C:17]=1[C:18]1[C:22]([CH3:23])=[CH:21][S:20][CH:19]=1)[C:12]([OH:14])=O.O[N:25]=[C:26]([C:28]1[CH:33]=[CH:32][CH:31]=[CH:30][C:29]=1[O:34][CH3:35])[NH2:27].CCN(C(C)C)C(C)C>>[CH3:7][O:8][C:9]1[CH:10]=[C:11]([C:12]2[O:14][N:27]=[C:26]([C:28]3[CH:33]=[CH:32][CH:31]=[CH:30][C:29]=3[O:34][CH3:35])[N:25]=2)[CH:15]=[CH:16][C:17]=1[C:18]1[C:22]([CH3:23])=[CH:21][S:20][CH:19]=1. Product: COC=1C=C(C=CC1C1=CSC=C1C)C1=NC(=NO1)C1=C(C=CC=C1)OC (5-[3-methoxy-4-(4-methyl-3-thienyl)phenyl]-3-(2-methoxyphenyl)-1,2,4-oxadiazole). Starting materials: C(C(=O)Cl)(=O)Cl (Oxalyl chloride), COC=1C=C(C(=O)O)C=CC1C1=CSC=C1C (3-methoxy-4-(4-methyl-3-thienyl)benzoic acid), ON=C(N)C1=C(C=CC=C1)OC (N′-Hydroxy-2-methoxybenzenecarboximidamide), CCN(C(C)C)C(C)C (DIEA). Reactants: COc1cccc(Nc2c(C(N)=O)cnc3c(C)cc(S(=O)(=O)c4cccc(C(=O)N5CCC(OCCCCCCO[Si](C)(C)C(C)(C)C)CC5)c4)cc23)c1, [N-]=[N+]=NCC(O)c1ccc(OCc2ccccc2)c2[nH]c(=O)ccc12. The product is COc1cccc(Nc2c(C(N)=O)cnc3c(C)cc(S(=O)(=O)c4cccc(C(=O)N5CCC(OCCCCCCO)CC5)c4)cc23)c1. RXN SMILES: [C:26]([Si:27]([CH3:28])([CH3:29])[O:31][CH2:32][CH2:33][CH2:34][CH2:35][CH2:36][CH2:37][O:38][CH:39]1[CH2:40][CH2:41][N:42]([C:45](=[O:46])[c:47]2[cH:48][c:49]([S:53](=[O:54])(=[O:55])[c:56]3[cH:57][c:58]4[c:59]([NH:70][c:71]5[cH:72][c:73]([O:77][CH3:78])[cH:74][cH:75][cH:76]5)[c:60]([C:67](=[O:68])[NH2:69])[cH:61][n:62][c:63]4[c:64]([CH3:66])[cH:65]3)[cH:50][cH:51][cH:52]2)[CH2:43][CH2:44]1)([CH3:30])([CH3:79])[CH3:80].[N:1]([CH2:2][CH:3]([c:4]1[cH:5][cH:6][c:7]([O:8][CH2:9][c:10]2[cH:11][cH:12][cH:13][cH:14][cH:15]2)[c:16]2[c:17]1[cH:18][cH:19][c:20](=[O:21])[nH:22]2)[OH:23])=[N+:24]=[N-:25]>>[OH:31][CH2:32][CH2:33][CH2:34][CH2:35][CH2:36][CH2:37][O:38][CH:39]1[CH2:40][CH2:41][N:42]([C:45](=[O:46])[c:47]2[cH:48][c:49]([S:53](=[O:54])(=[O:55])[c:56]3[cH:57][c:58]4[c:59]([NH:70][c:71]5[cH:72][c:73]([O:77][CH3:78])[cH:74][cH:75][cH:76]5)[c:60]([C:67](=[O:68])[NH2:69])[cH:61][n:62][c:63]4[c:64]([CH3:66])[cH:65]3)[cH:50][cH:51][cH:52]2)[CH2:43][CH2:44]1. The reactants are COC(C1=C(C(=CC(=C1)C)C)NS(=O)(=O)C1=CC=C(C=C1)OC)=O (2-(4-Methoxy-benzenesulfonylamino)-3,5-dimethyl-benzoic acid methyl ester), ICC (iodoethane). Yields the product COC(C1=C(C(=CC(=C1)C)C)N(S(=O)(=O)C1=CC=C(C=C1)OC)CC)=O (2-[Ethyl-(4-methoxy-benzenesulfonyl)-amino]-3,5-dimethyl-benzoic acid methyl ester). Yield: 99.8%. As a reaction SMILES: [CH3:1][O:2][C:3](=[O:24])[C:4]1[CH:9]=[C:8]([CH3:10])[CH:7]=[C:6]([CH3:11])[C:5]=1[NH:12][S:13]([C:16]1[CH:21]=[CH:20][C:19]([O:22][CH3:23])=[CH:18][CH:17]=1)(=[O:15])=[O:14].I[CH2:26][CH3:27]>>[CH3:1][O:2][C:3](=[O:24])[C:4]1[CH:9]=[C:8]([CH3:10])[CH:7]=[C:6]([CH3:11])[C:5]=1[N:12]([CH2:26][CH3:27])[S:13]([C:16]1[CH:21]=[CH:20][C:19]([O:22][CH3:23])=[CH:18][CH:17]=1)(=[O:15])=[O:14]. Reported procedure: In the same manner as described in Example 9, 0.30 g (0.860 mmol) of the product of Example 62 and 0.103 mL (1.289 mmol) of iodoethane provided 0.324 g (100%) of the desired product as a white solid. Electrospray Mass Spec 378.2(M+H). Starting materials: OC1=C(N(S(C2=C1C=CC=C2)(=O)=O)C)C(=O)OC (methyl 4-hydroxy-2-methyl-2H-1,2-benzothiazine-3-carboxylate 1,1-dioxide), NC=1C(C(=CC=CC1)OC)=O (2-amino-7-methoxy-2,4,6-cycloheptatrien-1-one). The solvent is C=1(C(=CC=CC1)C)C (xylene). Run at time 8 hour. Yields the product OC1=C(N(S(C2=C1C=CC=C2)(=O)=O)C)C(=O)NC=2C(C(=CC=CC2)OC)=O (4-hydroxy-2-methyl-N-(7-methoxy-1-oxo-2,4,6-cycloheptatrien-2-yl)-2H-1,2 -benzothiazine-3-carboxamide 1,1-dioxide). Isolated yield 34.1%. Reaction SMILES: [OH:1][C:2]1[C:7]2[CH:8]=[CH:9][CH:10]=[CH:11][C:6]=2[S:5](=[O:13])(=[O:12])[N:4]([CH3:14])[C:3]=1[C:15]([O:17]C)=O.[NH2:19][C:20]1[C:21](=[O:29])[C:22]([O:27][CH3:28])=[CH:23][CH:24]=[CH:25][CH:26]=1>C1(C)C(C)=CC=CC=1>[OH:1][C:2]1[C:7]2[CH:8]=[CH:9][CH:10]=[CH:11][C:6]=2[S:5](=[O:12])(=[O:13])[N:4]([CH3:14])[C:3]=1[C:15]([NH:19][C:20]1[C:21](=[O:29])[C:22]([O:27][CH3:28])=[CH:23][CH:24]=[CH:25][CH:26]=1)=[O:17]. Procedure: A solution of methyl 4-hydroxy-2-methyl-2H-1,2-benzothiazine-3-carboxylate 1,1-dioxide (1.5 g) and 2-amino-7-methoxy-2,4,6-cycloheptatrien-1-one (0.8 g) in xylene (25 ml) is refluxed for 6.5 hours. The reaction mixture is then allowed to stand at room temperature overnight. The crystals that have separated out are collected by filtration and recrystallized from dimethylformamide to give 4-hydroxy-2-methyl-N-(7-methoxy-1-oxo-2,4,6-cycloheptatrien-2-yl)-2H-1,2 -benzothiazine-3-carboxamide 1,1-diox... The reactants are CC(C)=O, [Na+], C=C(C)C(C(=O)OCOC(C)OC)N1C(=O)C(NC(=O)COc2ccccc2)C1SSc1nc2ccccc2s1, N#CS(=O)(=O)c1ccccc1, O=S([O-])c1ccccc1. The product is C=C(C)C(C(=O)OCOC(C)OC)N1C(=O)C(NC(=O)COc2ccccc2)C1SS(=O)(=O)c1ccccc1. Reaction SMILES: [CH3:62][C:63](=[O:64])[CH3:65].[Na+:61].[O:1]([c:2]1[cH:3][cH:4][cH:5][cH:6][cH:7]1)[CH2:8][C:9](=[O:10])[NH:11][CH:12]1[C:13](=[O:40])[N:14]([CH:27]([C:28](=[O:29])[O:30][CH2:31][O:32][CH:33]([CH3:34])[O:35][CH3:36])[C:37](=[CH2:38])[CH3:39])[CH:15]1[S:16][S:17][c:18]1[s:19][c:20]2[cH:21][cH:22][cH:23][cH:24][c:25]2[n:26]1.[c:41]1([S:47](=[O:48])(=[O:49])[C:50]#[N:51])[cH:42][cH:43][cH:44][cH:45][cH:46]1.[c:52]1([S:53]([O-:54])=[O:55])[cH:56][cH:57][cH:58][cH:59][cH:60]1>>[O:1]([c:2]1[cH:3][cH:4][cH:5][cH:6][cH:7]1)[CH2:8][C:9](=[O:10])[NH:11][CH:12]1[C:13](=[O:40])[N:14]([CH:27]([C:28](=[O:29])[O:30][CH2:31][O:32][CH:33]([CH3:34])[O:35][CH3:36])[C:37](=[CH2:38])[CH3:39])[CH:15]1[S:16][S:47]([c:41]1[cH:42][cH:43][cH:44][cH:45][cH:46]1)(=[O:48])=[O:49]. Starting materials: CC#N, O=[N+]([O-])c1c(Cl)nc2ccccc2c1NCCCO. Product: Nc1c(Cl)nc2ccccc2c1NCCCO. RXN SMILES: [CH3:20][C:21]#[N:22].[Cl:1][c:2]1[n:3][c:4]2[cH:5][cH:6][cH:7][cH:8][c:9]2[c:10]([NH:15][CH2:16][CH2:17][CH2:18][OH:19])[c:11]1[N+:12]([O-:13])=[O:14]>>[Cl:1][c:2]1[n:3][c:4]2[cH:5][cH:6][cH:7][cH:8][c:9]2[c:10]([NH:15][CH2:16][CH2:17][CH2:18][OH:19])[c:11]1[NH2:12].